This data is from the Open Reaction Database (ORD), a public repository of structured organic reaction records. The task is: describe an organic reaction: reactants, conditions, products, and yield Starting materials: NCCc1ccccc1, CC(C)N=C=NC(C)C, COc1ccc(C(=O)Nc2ccc(Oc3ccccc3)cc2C(=O)O)cc1Cl, CN(C)C=O, On1nnc2ccccc21. Yields the product COc1ccc(C(=O)Nc2ccc(Oc3ccccc3)cc2C(=O)NCCc2ccccc2)cc1Cl. Reaction SMILES: [CH2:48]([CH2:49][c:50]1[cH:51][cH:52][cH:53][cH:54][cH:55]1)[NH2:56].[CH:29]([N:30]=[C:31]=[N:32][CH:33]([CH3:34])[CH3:35])([CH3:36])[CH3:37].[Cl:1][c:2]1[cH:3][c:4]([C:5](=[O:6])[NH:7][c:8]2[c:9]([C:10](=[O:11])[OH:12])[cH:13][c:14]([O:17][c:18]3[cH:19][cH:20][cH:21][cH:22][cH:23]3)[cH:15][cH:16]2)[cH:24][cH:25][c:26]1[O:27][CH3:28].[O:57]=[CH:58][N:59]([CH3:60])[CH3:61].[OH:38][n:39]1[c:40]2[c:41]([cH:42][cH:43][cH:44][cH:45]2)[n:46][n:47]1>>[Cl:1][c:2]1[cH:3][c:4]([C:5](=[O:6])[NH:7][c:8]2[c:9]([C:10](=[O:12])[NH:56][CH2:48][CH2:49][c:50]3[cH:51][cH:52][cH:53][cH:54][cH:55]3)[cH:13][c:14]([O:17][c:18]3[cH:19][cH:20][cH:21][cH:22][cH:23]3)[cH:15][cH:16]2)[cH:24][cH:25][c:26]1[O:27][CH3:28]. Reactants: C(=O)(O)CCCCCNC(SC)=S (methyl 5-carboxypentyldithiocarbamate), [N-]=[N+]=[N-].[Na+] (sodium azide), [OH-].[Na+] (sodium hyroxide). Yields the product C(=O)(O)CCCCCN1N=NN=C1S (1-(5-carboxypentyl)tetrazole-5-thiol). RXN SMILES: [C:1]([CH2:4][CH2:5][CH2:6][CH2:7][CH2:8][NH:9][C:10](=[S:13])SC)([OH:3])=[O:2].[N-:14]=[N+:15]=[N-:16].[Na+].[OH-].[Na+]>>[C:1]([CH2:4][CH2:5][CH2:6][CH2:7][CH2:8][N:9]1[C:10]([SH:13])=[N:16][N:15]=[N:14]1)([OH:3])=[O:2] |f:1.2,3.4|. Reported procedure: Reaction of methyl 5-carboxypentyldithiocarbamate with sodium azide and sodium hyroxide as described in Example 7 gave 1-(5-carboxypentyl)tetrazole-5-thiol, m.p. 100°-100.5°. Starting materials: O (Water), BrC1=C(C=C(O)C=C1)O (4-bromoresorcinol), C([O-])([O-])=O.[K+].[K+] (potassium carbonate), C(C1=CC=CC=C1)Br (benzyl bromide). Run in CN(C)C=O (DMF). Conditions: time 4 hour. Product: BrC1=C(C=C(C=C1)OCC1=CC=CC=C1)OCC1=CC=CC=C1 ((((4-bromo-1,3-phenylene)bis(oxy))bis(methylene))dibenzene). RXN SMILES: [Br:1][C:2]1[CH:8]=[CH:7][C:5]([OH:6])=[CH:4][C:3]=1O.[C:10](=[O:13])([O-])[O-].[K+].[K+].[CH2:16](Br)[C:17]1[CH:22]=[CH:21][CH:20]=[CH:19][CH:18]=1.O>CN(C=O)C>[Br:1][C:2]1[CH:8]=[CH:7][C:5]([O:6][CH2:16][C:17]2[CH:22]=[CH:21][CH:20]=[CH:19][CH:18]=2)=[CH:4][C:3]=1[O:13][CH2:10][C:2]1[CH:8]=[CH:7][CH:5]=[CH:4][CH:3]=1 |f:1.2.3|. Procedure details: To a solution of 4-bromoresorcinol (10.0 g) and potassium carbonate (21.9 g) in DMF (100 mL) was added benzyl bromide (13.2 mL), and the mixture was stirred at room temperature for 4 hr. Water was added to the reaction mixture, and the mixture was extracted with ethyl acetate. The extract was washed with saturated brine and dried over anhydrous magnesium sulfate. The solvent was evaporated under reduced pressure to give the title compound (21.8 g) as a crude oil. This compound was used for the n... Starting materials: [H-].[Al+3].[Li+].[H-].[H-].[H-] (lithium aluminum hydride), COC([C@H](C[C@H](CC)C1=CC=CC=C1)N)=O ((2S,4S)-2-amino-4-phenyl-hexanoic acid methyl ester). Solvent: O1CCCC1 (tetrahydrofuran), O1CCCC1 (tetrahydrofuran). Conditions: time 16 hour. Yields the product N[C@H](CO)C[C@H](CC)C1=CC=CC=C1 ((2S,4S)-2-Amino-4-phenyl-hexan-1-ol). Reaction SMILES: [H-].[Al+3].[Li+].[H-].[H-].[H-].C[O:8][C:9](=O)[C@@H:10]([NH2:21])[CH2:11][C@@H:12]([C:15]1[CH:20]=[CH:19][CH:18]=[CH:17][CH:16]=1)[CH2:13][CH3:14]>O1CCCC1>[NH2:21][C@@H:10]([CH2:11][C@@H:12]([C:15]1[CH:16]=[CH:17][CH:18]=[CH:19][CH:20]=1)[CH2:13][CH3:14])[CH2:9][OH:8] |f:0.1.2.3.4.5|. Reported procedure: To a suspension of lithium aluminum hydride (121 mg, 3.18 mmol) in tetrahydrofuran (8 ml) was added a solution of (2S,4S)-2-amino-4-phenyl-hexanoic acid methyl ester (320 mg, 1.45 mmol) in tetrahydrofuran (10 ml) and the mixture was stirred for 16 hours. The reaction was quenched by dropwise addition of ethyl acetate, then acidified to pH 5 by addition of hydrochloric acid and then made basic by addition of saturated aqueous sodium bicarbonate solution. The mixture was taken up in ethyl acetate/... Run at temperature 62 celsius, time 30 minute. Solvent: CC(=O)C (acetone), [OH-].[Na+] (NaOH). As a reaction SMILES: [NH2:1][C:2]1[N:7]=[C:6](Cl)[CH:5]=[C:4]([Cl:9])[N:3]=1.[OH:10][C:11]1[CH:12]=[C:13]2[C:18](=[CH:19][CH:20]=1)[C:17]([C:21]([OH:23])=[O:22])=[CH:16][CH:15]=[CH:14]2>CC(C)=O.[OH-].[Na+]>[NH2:1][C:2]1[N:7]=[C:6]([O:10][C:11]2[CH:12]=[C:13]3[C:18](=[CH:19][CH:20]=2)[C:17]([C:21]([OH:23])=[O:22])=[CH:16][CH:15]=[CH:14]3)[CH:5]=[C:4]([Cl:9])[N:3]=1 |f:3.4|. The product is NC1=NC(=CC(=N1)OC=1C=C2C=CC=C(C2=CC1)C(=O)O)Cl (6-(2-Amino-6-chloro-pyrimidin-4-yloxy)-naphthalene-1-carboxylic acid). Procedure details: A suspension of 6.56 g (40 mMol) 2-amino-4,6-dichloropyrimidine and 7.52 g (40 mMol) 6-hydroxy-1-naphthoic acid in 160 ml acetone and 80 ml 1 N aqueous NaOH is heated to 62° C. for 36 h. The mixture is cooled to rt, partially concentrated in vacuo and the residue poured into 1.6 l icewater. Under vigorous stirring, 20 ml 2 N HCl are added dropwise (pH≈4). After stirring the suspension for 30 min, the title compound is filtered off and washed with water; HPLC: tRet=12.8. Starting materials: NC1=NC(=CC(=N1)Cl)Cl (2-amino-4,6-dichloropyrimidine), OC=1C=C2C=CC=C(C2=CC1)C(=O)O (6-hydroxy-1-naphthoic acid). Starting materials: C(C)(=O)NC1=C2CCC(CC2=CC=C1)N(CCC)CCC (5-acetylamino-2-di-n-propylamino-tetraline), C(CCC)I (n-butyliodide). The product is C(C)(=O)N(CCCC)C1=C2CCC(CC2=CC=C1)N(CCC)CCC (5-(N-Acetyl-N-n-butyl-amino)-2-di-n-propylaminotetraline). RXN SMILES: [C:1]([NH:4][C:5]1[CH:14]=[CH:13][CH:12]=[C:11]2[C:6]=1[CH2:7][CH2:8][CH:9]([N:15]([CH2:19][CH2:20][CH3:21])[CH2:16][CH2:17][CH3:18])[CH2:10]2)(=[O:3])[CH3:2].[CH2:22](I)[CH2:23][CH2:24][CH3:25]>>[C:1]([N:4]([C:5]1[CH:14]=[CH:13][CH:12]=[C:11]2[C:6]=1[CH2:7][CH2:8][CH:9]([N:15]([CH2:16][CH2:17][CH3:18])[CH2:19][CH2:20][CH3:21])[CH2:10]2)[CH2:22][CH2:23][CH2:24][CH3:25])(=[O:3])[CH3:2]. Reported procedure: Starting from 2.88 g (0.010 mol) of 5-acetylamino-2-di-n-propylamino-tetraline (Example 4.3.4) and 2.2 g (0.012 mol) of n-butyliodide, the title compound is obtained analogously to Example 4.7.1 in the form of a non-crystallising gum in a yield of 2.9 g (87.8% of theory) and with an Rf value of 0.69 (solvent mixture as specified in 4.7.1). The reactants are ClC1=NC=2N([C@@H](C(N(C2C=N1)C)=O)CC)C1CCCC1 ((R)-2-Chloro-8-cyclopentyl-7-ethyl-5-methyl-7,8-dihydropteridin-6(5H)-one), FC=1C=CC(=NC1)C=1NC=CN1 (5-fluoro-2-(1H-imidazol-2-yl)pyridine). Product: C1(CCCC1)N1[C@@H](C(N(C=2C=NC(=NC12)N1C(=NC=C1)C1=NC=C(C=C1)F)C)=O)CC ((R)-8-cyclopentyl-7-ethyl-2-(2-(5-fluoropyridin-2-yl)-1H-imidazol-1-yl)-5-methyl-7,8-dihydropteridin-6(5H)-one). Reaction SMILES: Cl[C:2]1[N:11]=[CH:10][C:9]2[N:8]([CH3:12])[C:7](=[O:13])[C@@H:6]([CH2:14][CH3:15])[N:5]([CH:16]3[CH2:20][CH2:19][CH2:18][CH2:17]3)[C:4]=2[N:3]=1.[F:21][C:22]1[CH:23]=[CH:24][C:25]([C:28]2[NH:29][CH:30]=[CH:31][N:32]=2)=[N:26][CH:27]=1>>[CH:16]1([N:5]2[C:4]3[N:3]=[C:2]([N:29]4[CH:30]=[CH:31][N:32]=[C:28]4[C:25]4[CH:24]=[CH:23][C:22]([F:21])=[CH:27][N:26]=4)[N:11]=[CH:10][C:9]=3[N:8]([CH3:12])[C:7](=[O:13])[C@H:6]2[CH2:14][CH3:15])[CH2:20][CH2:19][CH2:18][CH2:17]1. Procedure details: The title compound was prepared similarly to the methods described in Example 77, with Intermediate B instead of Intermediate C and with 5-fluoro-2-(1H-imidazol-2-yl)pyridine instead of 2-phenyl-1H-imidazole. LCMS: 422.3 m/z (M+H)+; ret. Time: 6.73 min (Analytical Method C). The reactants are Clc1cccc(Cl)c1-c1ccc2cc(CBr)ccc2c1, CCOC(=O)C(NC(C)=O)C(=O)OCC, CCO, O. Product: CCOC(=O)C(Cc1ccc2cc(-c3c(Cl)cccc3Cl)ccc2c1)NC(C)=O. Reaction SMILES: [Br:16][CH2:17][c:18]1[cH:19][c:20]2[cH:21][cH:22][c:23](-[c:28]3[c:29]([Cl:35])[cH:30][cH:31][cH:32][c:33]3[Cl:34])[cH:24][c:25]2[cH:26][cH:27]1.[C:1]([CH3:2])(=[O:3])[NH:4][CH:5]([C:6]([O:7][CH2:8][CH3:9])=[O:10])[C:11](=[O:12])[O:13][CH2:14][CH3:15].[CH3:37][CH2:38][OH:39].[OH2:36]>>[C:1]([CH3:2])(=[O:3])[NH:4][CH:5]([CH2:6][c:18]1[cH:19][c:20]2[cH:21][cH:22][c:23](-[c:28]3[c:29]([Cl:35])[cH:30][cH:31][cH:32][c:33]3[Cl:34])[cH:24][c:25]2[cH:26][cH:27]1)[C:11](=[O:12])[O:13][CH2:14][CH3:15]. Reactants: C(=O)[O-].[Na+] (sodium formate), O=C1N(C2=CC=CC=C2C1(NC(=O)C1NCC2=CC=CC=C2C1)CCC(=O)OCC)CCCCC (ethyl 3-[2,3-dihydro-2-oxo-1-pentyl-3-(1,2,3,4-tetrahydro-3-isoquinolinyl)carbonylamino-1H-indol-3-yl]propionate), C(C)(=O)OC(C)=O (acetic acid anhydride), anhydride, C(O)([O-])=O.[Na+] (sodium hydrogen carbonate). The solvent is C(Cl)Cl (methylene chloride), C(Cl)Cl (methylene chloride), C(=O)O (formic acid). Run at temperature 50 celsius, time 8 hour. The product is C(=O)N1CC2=CC=CC=C2CC1C(=O)NC1(C(N(C2=CC=CC=C12)CCCCC)=O)CCC(=O)OCC (ethyl 3-[3-(2-formyl-1,2,3,4-tetrahydro-3-isoquinolinyl)carbonylamino-2,3-dihydro-2-oxo-1-pentyl-1H-indol-3- yl]propionate). Yield: 95.6%. As a reaction SMILES: [C:1](OC(=O)C)(=[O:3])C.C([O-])=O.[Na+].[O:12]=[C:13]1[C:21]([CH2:35][CH2:36][C:37]([O:39][CH2:40][CH3:41])=[O:38])([NH:22][C:23]([CH:25]2[CH2:34][C:33]3[C:28](=[CH:29][CH:30]=[CH:31][CH:32]=3)[CH2:27][NH:26]2)=[O:24])[C:20]2[C:15](=[CH:16][CH:17]=[CH:18][CH:19]=2)[N:14]1[CH2:42][CH2:43][CH2:44][CH2:45][CH3:46].C(=O)([O-])O.[Na+]>C(Cl)Cl.C(O)=O>[CH:1]([N:26]1[CH:25]([C:23]([NH:22][C:21]2([CH2:35][CH2:36][C:37]([O:39][CH2:40][CH3:41])=[O:38])[C:20]3[C:15](=[CH:16][CH:17]=[CH:18][CH:19]=3)[N:14]([CH2:42][CH2:43][CH2:44][CH2:45][CH3:46])[C:13]2=[O:12])=[O:24])[CH2:34][C:33]2[C:28](=[CH:29][CH:30]=[CH:31][CH:32]=2)[CH2:27]1)=[O:3] |f:1.2,4.5|. Reported procedure: A mixture of 0.66 g of formic acid and 1.35 g of acetic acid anhydride was heated at 50° C. for 15 minutes. After cooling by dilution with 15 ml of anhydrous methylene chloride, 0.68 g of sodium formate and 15 ml of a methylene chloride solution of 1.70 g of ethyl 3-[2,3-dihydro-2-oxo-1-pentyl-3-(1,2,3,4-tetrahydro-3-isoquinolinyl)carbonylamino-1H-indol-3-yl]propionate were added to this mixed anhydride solution. The whole was stirred at room temperature overnight. The reaction mixture was neutr... Reaction SMILES: [F:1][c:2]1[cH:3][cH:4][c:5](-[n:8]2[n:9][cH:10][c:11]3[cH:12][c:13]([O:17][CH:18]([CH:19]([CH3:20])[NH2:21])[c:22]4[cH:23][c:24]([O:28][CH3:29])[cH:25][cH:26][cH:27]4)[cH:14][cH:15][c:16]23)[cH:6][cH:7]1.[OH:30][C:31](=[O:32])[c:33]1[cH:34][cH:35][cH:36][cH:37][n:38]1>>[F:1][c:2]1[cH:3][cH:4][c:5](-[n:8]2[n:9][cH:10][c:11]3[cH:12][c:13]([O:17][CH:18]([CH:19]([CH3:20])[NH:21][C:31](=[O:30])[c:33]4[cH:34][cH:35][cH:36][cH:37][n:38]4)[c:22]4[cH:23][c:24]([O:28][CH3:29])[cH:25][cH:26][cH:27]4)[cH:14][cH:15][c:16]23)[cH:6][cH:7]1. Product: COc1cccc(C(Oc2ccc3c(cnn3-c3ccc(F)cc3)c2)C(C)NC(=O)c2ccccn2)c1. The reactants are COc1cccc(C(Oc2ccc3c(cnn3-c3ccc(F)cc3)c2)C(C)N)c1, O=C(O)c1ccccn1.